Dataset: the Open Reaction Database (ORD), a public repository of structured organic reaction records. Task: describe an organic reaction: reactants, conditions, products, and yield The reactants are CN(C)CC(C#N)=C (2-Dimethylaminomethylpropenenitrile), OC1CCNCC1 (4-hydroxypiperidine). Run in C1=CC=CC=C1.CO (benzene methyl alcohol). Reaction conditions: time 12 hour. The product is C(#N)C(CN(C)C)CN1CCC(CC1)O (2-Cyano-1-dimethylamino-3-(4-hydroxypiperidino)propane). As a reaction SMILES: [CH3:1][N:2]([CH2:4][C:5](=[CH2:8])[C:6]#[N:7])[CH3:3].[OH:9][CH:10]1[CH2:15][CH2:14][NH:13][CH2:12][CH2:11]1>C1C=CC=CC=1.CO>[C:6]([CH:5]([CH2:8][N:13]1[CH2:14][CH2:15][CH:10]([OH:9])[CH2:11][CH2:12]1)[CH2:4][N:2]([CH3:3])[CH3:1])#[N:7] |f:2.3|. Procedure: 2-Dimethylaminomethylpropenenitrile (1.1 g., 0.01 mole) was cooled to 10°-15° C. and to it was added dropwise 4-hydroxypiperidine (1.0 g., 0.01 mole). The evolution of heat is observed. The homogeneous mixture is allowed to stand 12 hours at 15°-20° C. Completion of addition reaction is determined using thin layer chromatography on silica gel with benzene-methyl alcohol (90:10) development. The appearance of a single spot and elimination of reactant spots indicate termination. The reactants are Cl.C(C=CC1=CC=CC=C1)C1=CC=C(C(=O)NC=2C=C(C=CC2C)N\C(=N/[H])\NC(C2=CC(=C(C(=C2)OC)OC)OC)=O)C=C1 ((E)-N—(N-(3-(4-cinnamylbenzamido)-4-methylphenyl)carbamimidoyl)-3,4,5-trimethoxybenzamide hydrochloride), Cl (HCl). The solvent is CC(=O)O (AcOH). Reaction conditions: time 4 hour. Product: Cl.C(C1=CC=CC=C1)C1=CC=C(C(=O)NC=2C=C(C=CC2C)NC(=N)NC(C2=CC(=C(C(=C2)OC)OC)OC)=O)C=C1 (N—(N-(3-(4-benzylbenzamido)-4-methylphenyl)carbamimidoyl)-3,4,5-trimethoxybenzamide hydrochloride). RXN SMILES: [ClH:1].[CH2:2]([C:11]1[CH:45]=[CH:44][C:14]([C:15]([NH:17][C:18]2[CH:19]=[C:20]([NH:25]/[C:26](/[NH:29][C:30](=[O:43])[C:31]3[CH:36]=[C:35]([O:37][CH3:38])[C:34]([O:39][CH3:40])=[C:33]([O:41][CH3:42])[CH:32]=3)=[N:27]\[H])[CH:21]=[CH:22][C:23]=2[CH3:24])=[O:16])=[CH:13][CH:12]=1)C=CC1C=CC=CC=1.Cl>CC(O)=O>[ClH:1].[CH2:2]([C:11]1[CH:12]=[CH:13][C:14]([C:15]([NH:17][C:18]2[CH:19]=[C:20]([NH:25][C:26]([NH:29][C:30](=[O:43])[C:31]3[CH:36]=[C:35]([O:37][CH3:38])[C:34]([O:39][CH3:40])=[C:33]([O:41][CH3:42])[CH:32]=3)=[NH:27])[CH:21]=[CH:22][C:23]=2[CH3:24])=[O:16])=[CH:44][CH:45]=1)[C:11]1[CH:45]=[CH:44][CH:14]=[CH:13][CH:12]=1 |f:0.1,4.5|. Procedure details: A solution of the compound Boc (7e) (103 mg, 0.15 mmol) in a mixture of AcOH (1.5 mL) and concentrated HCl (0.75 mL) is stirred at room temperature for 4 hours. The solvent is then evaporated and the residue is taken up in Et2O. The title compound is recovered in the form of white solid (7 g) (85 mg, 90%, Mp 112° C.). The reactants are N1=C(C=CC=C1C)C (2,6-Lutidine), ClC1=NC=NC2=C(C=CC(=C12)Cl)O (4,5-dichloro-8-quinazolinol), BrBr (bromine). The solvent is C(Cl)(Cl)Cl (chloroform), C(Cl)(Cl)(Cl)Cl (carbontetrachloride), C(Cl)(Cl)Cl (chloroform). Yields the product BrC1=CC(=C2C(=NC=NC2=C1O)Cl)Cl (7-Bromo-4,5-dichloro-8-quinazolinol). As a reaction SMILES: N1C(C)=CC=CC=1C.[Cl:9][C:10]1[C:19]2[C:14](=[C:15]([OH:21])[CH:16]=[CH:17][C:18]=2[Cl:20])[N:13]=[CH:12][N:11]=1.[Br:22]Br>C(Cl)(Cl)Cl.C(Cl)(Cl)(Cl)Cl>[Br:22][C:16]1[C:15]([OH:21])=[C:14]2[C:19]([C:10]([Cl:9])=[N:11][CH:12]=[N:13]2)=[C:18]([Cl:20])[CH:17]=1. Reported procedure: 2,6-Lutidine (0.27 mL, 0.248 g, 2.32 mmol) is added to a solution of 4,5-dichloro-8-quinazolinol (0.5 g, 2.33 mmol) in chloroform at ice bath temperature. A solution of bromine in carbontetrachloride (2.4 mL, 1.0 molar) is then added dropwise to the reaction mixture and a precipitate forms. The reaction mixture is diluted with chloroform, washed sequentially with water and saturated NAHCO3 solution, dried over MgsO4 and concentrated in vacuo to give the title product as a yellow solid, 0.7 g, mp... The reactants are FC(CO)(F)F (2,2,2-Trifluoro-ethanol), C(C1=CC=CC=C1)OC(=O)C1CCC(CC1)CO (4-hydroxymethyl-cyclohexanecarboxylic acid benzyl ester), N(=NC(=O)N(C)C)C(=O)N(C)C (1,1′-azobis(N,N-dimethylformamide)), C(CCC)P(CCCC)CCCC (tributyl-phosphine). Run in C1(=CC=CC=C1)C (toluene). Conditions: temperature 65 celsius, time 1.5 hour. Yields the product C(C1=CC=CC=C1)OC(=O)C1CCC(CC1)COCC(F)(F)F (4-(2,2,2-trifluoro-ethoxymethyl)-cyclohexanecarboxylic acid benzyl ester). The yield is 94.6%. Reaction SMILES: [F:1][C:2]([F:6])([F:5])[CH2:3][OH:4].[CH2:7]([O:14][C:15]([CH:17]1[CH2:22][CH2:21][CH:20]([CH2:23]O)[CH2:19][CH2:18]1)=[O:16])[C:8]1[CH:13]=[CH:12][CH:11]=[CH:10][CH:9]=1.N(C(N(C)C)=O)=NC(N(C)C)=O.C(P(CCCC)CCCC)CCC>C1(C)C=CC=CC=1>[CH2:7]([O:14][C:15]([CH:17]1[CH2:22][CH2:21][CH:20]([CH2:23][O:4][CH2:3][C:2]([F:6])([F:5])[F:1])[CH2:19][CH2:18]1)=[O:16])[C:8]1[CH:13]=[CH:12][CH:11]=[CH:10][CH:9]=1. Procedure: 2,2,2-Trifluoro-ethanol (288 μL, 4.03 mmol) was added to a mixed solution of 4-hydroxymethyl-cyclohexanecarboxylic acid benzyl ester (100 mg, 0.403 mmol), 1,1′-azobis(N,N-dimethylformamide) (139 mg, 0.805 mmol) and tributyl-phosphine (199 μL, 0.805 mmol) in toluene (1.2 mL) at 0° C. The mixture was stirred at 65° C. for 1.5 hours and then concentrated under reduced pressure. The resulting residue was purified by silica gel column chromatography to give 4-(2,2,2-trifluoro-ethoxymethyl)-cyclohexan... Starting materials: NC1=C(C(=NN1C1=C(C=C(C=C1Cl)C(F)(F)F)Cl)C#N)I (5-amino-3-cyano-1-(2,6-dichloro-4-trifluoromethylphenyl)4-iodopyrazole), compound, CN(C=O)C (dimethylformamide), C(C#C)OC (methyl propargyl ether), cuprous iodide. The reagents and catalysts are Cl[Pd]([P](C1=CC=CC=C1)(C2=CC=CC=C2)C3=CC=CC=C3)([P](C4=CC=CC=C4)(C5=CC=CC=C5)C6=CC=CC=C6)Cl (bis(triphenylphosphine)palladium(II) chloride). The solvent is C(C)N(CC)CC (triethylamine). Run at temperature 70 celsius. Product: NC1=C(C(=NN1C1=C(C=C(C=C1Cl)C(F)(F)F)Cl)C#N)C#CCOC (5-Amino-3-cyano-1-(2,6-dichloro-4-trifluoromethylphenyl)4-(methoxyprop-1-ynyl)pyrazole). Reaction SMILES: [NH2:1][C:2]1[N:6]([C:7]2[C:12]([Cl:13])=[CH:11][C:10]([C:14]([F:17])([F:16])[F:15])=[CH:9][C:8]=2[Cl:18])[N:5]=[C:4]([C:19]#[N:20])[C:3]=1I.CN(C)C=O.[CH2:27]([O:30][CH3:31])[C:28]#[CH:29]>C(N(CC)CC)C.Cl[Pd](Cl)([P](C1C=CC=CC=1)(C1C=CC=CC=1)C1C=CC=CC=1)[P](C1C=CC=CC=1)(C1C=CC=CC=1)C1C=CC=CC=1>[NH2:1][C:2]1[N:6]([C:7]2[C:12]([Cl:13])=[CH:11][C:10]([C:14]([F:17])([F:16])[F:15])=[CH:9][C:8]=2[Cl:18])[N:5]=[C:4]([C:19]#[N:20])[C:3]=1[C:29]#[C:28][CH2:27][O:30][CH3:31] |^1:41,60|. Reported procedure: To a stirred solution of 5-amino-3-cyano-1-(2,6-dichloro-4-trifluoromethylphenyl)4-iodopyrazole (200 mg, the compound of Example A1) in triethylamine (2 ml) and dimethylformamide (1 ml) at room temperature was added methyl propargyl ether (0.5 ml), cuprous iodide (15 mg) and bis(triphenylphosphine)palladium(II) chloride (30 mg). The reaction mixture was heated at 70° C. for two hours. The reaction mixture was partitioned between ether (50 ml) and aqueous citric acid solution (50 ml, 20%). The or... The reactants are BrC=1C=NC=2N(C1)N=C(C2)C(=O)O (6-bromo-pyrazolo[1,5-a]pyrimidine-2-carboxylic acid), N1(CCOCC1)C1=C2CCNCC2=CC=C1 (5-morpholin-4-yl-1,2,3,4-tetrahydro-isoquinoline). Yields the product BrC=1C=NC=2N(C1)N=C(C2)C(=O)N2CC1=CC=CC(=C1CC2)N2CCOCC2 ((6-Bromo-pyrazolo[1,5-a]pyrimidin-2-yl)-(5-morpholin-4-yl-3,4-dihydro-1H-isoquinolin-2-yl)-methanone). Reaction SMILES: [Br:1][C:2]1[CH:3]=[N:4][C:5]2[N:6]([N:8]=[C:9]([C:11]([OH:13])=O)[CH:10]=2)[CH:7]=1.[N:14]1([C:20]2[CH:29]=[CH:28][CH:27]=[C:26]3[C:21]=2[CH2:22][CH2:23][NH:24][CH2:25]3)[CH2:19][CH2:18][O:17][CH2:16][CH2:15]1>>[Br:1][C:2]1[CH:3]=[N:4][C:5]2[N:6]([N:8]=[C:9]([C:11]([N:24]3[CH2:23][CH2:22][C:21]4[C:26](=[CH:27][CH:28]=[CH:29][C:20]=4[N:14]4[CH2:19][CH2:18][O:17][CH2:16][CH2:15]4)[CH2:25]3)=[O:13])[CH:10]=2)[CH:7]=1. Procedure details: In close analogy to the procedure described in Example 1, 6-bromo-pyrazolo[1,5-a]pyrimidine-2-carboxylic acid is reacted with 5-morpholin-4-yl-1,2,3,4-tetrahydro-isoquinoline to provide the title compound in moderate yield. Reactants: C1(=CC=CC=C1)N=C=O (phenyl isocyanate), C(C)(C)O (isopropanol). Run at time 20 minute. Yields the product C1(=CC=CC=C1)NC(OC(C)C)=O (isopropyl N-phenylcarbamate). Isolated yield 16.1%. RXN SMILES: [C:1]1([N:7]=[C:8]=[O:9])[CH:6]=[CH:5][CH:4]=[CH:3][CH:2]=1.[CH:10]([OH:13])([CH3:12])[CH3:11]>>[C:1]1([NH:7][C:8](=[O:9])[O:13][CH:10]([CH3:12])[CH3:11])[CH:6]=[CH:5][CH:4]=[CH:3][CH:2]=1. Reported procedure: A liquid mixture of 50 g (0.42 mol) of phenyl isocyanate and 6.43 ml (0.084 mol) of isopropanol was stirred at room temperature for 20 minutes and thereafter an unreacted raw material was distilled away under a reduced pressure to obtain 16.1% of isopropyl N-phenylcarbamate.